The task is: describe an organic reaction: reactants, conditions, products, and yield. This data is from the Open Reaction Database (ORD), a public repository of structured organic reaction records. The reactants are CC1=NC=C(C=N1)C1(OCCC1)C#N (2-(2-Methylpyrimidin-5-yl)tetrahydrofuran-2-carbonitrile), N (NH3). Reagents/catalysts: [Ni] (Raney Nickel). The solvent is CO (MeOH), CO (MeOH). The product is CC1=NC=C(C=N1)C1(OCCC1)CN ((2-(2-Methylpyrimidin-5-yl)tetrahydrofuran-2-yl)methanamine). As a reaction SMILES: [CH3:1][C:2]1[N:7]=[CH:6][C:5]([C:8]2([C:13]#[N:14])[CH2:12][CH2:11][CH2:10][O:9]2)=[CH:4][N:3]=1.N>CO.[Ni]>[CH3:1][C:2]1[N:7]=[CH:6][C:5]([C:8]2([CH2:13][NH2:14])[CH2:12][CH2:11][CH2:10][O:9]2)=[CH:4][N:3]=1. Reported procedure: 2-(2-Methylpyrimidin-5-yl)tetrahydrofuran-2-carbonitrile (18 mg, 0.095 mmol) was dissolved in MeOH(5 ml) and 7M NH3 in MeOH (1 ml). Argon was bubbled through the solution. Raney Nickel (6 mg, 0.1 mmol) was added and the flask was fitted with a H2-balloon and stirred at room temperature for 1½ hour. Reaction was filtred through a plug of celite and concentrated in vacuo. Used for next step without further purification. LC-MS (m/z) 194.0 (MH+), tR (minutes, Method D)=0.17. Reactants: CCc1sc(C(=O)O)c2c1CC(C)(C)CC2, CCOCC, [Li]C. Product: CCc1sc(C(C)=O)c2c1CC(C)(C)CC2. As a reaction SMILES: [CH2:1]([CH3:2])[c:3]1[c:4]2[c:5]([c:6]([C:8](=[O:9])[OH:10])[s:7]1)[CH2:11][CH2:12][C:13]([CH3:15])([CH3:16])[CH2:14]2.[CH3:19][CH2:20][O:21][CH2:22][CH3:23].[Li:17][CH3:18]>>[CH2:1]([CH3:2])[c:3]1[c:4]2[c:5]([c:6]([C:8](=[O:10])[CH3:18])[s:7]1)[CH2:11][CH2:12][C:13]([CH3:15])([CH3:16])[CH2:14]2. The reactants are CCCC1CCC(c2ncc(C(N)=O)cn2)CC1, Cl, O=S(=O)(Cl)c1ccccc1, c1ccncc1. Yields the product CCCC1CCC(c2ncc(C#N)cn2)CC1. RXN SMILES: [CH2:11]([CH2:12][CH3:13])[CH:14]1[CH2:15][CH2:16][CH:17]([c:20]2[n:21][cH:22][c:23]([C:26](=[O:27])[NH2:28])[cH:24][n:25]2)[CH2:18][CH2:19]1.[ClH:29].[c:1]1([S:2]([Cl:3])(=[O:4])=[O:5])[cH:6][cH:7][cH:8][cH:9][cH:10]1.[cH:30]1[cH:31][cH:32][n:33][cH:34][cH:35]1>>[CH2:11]([CH2:12][CH3:13])[CH:14]1[CH2:15][CH2:16][CH:17]([c:20]2[n:21][cH:22][c:23]([C:26]#[N:28])[cH:24][n:25]2)[CH2:18][CH2:19]1. Reactants: C(C1=CC=CC=C1)N1[C@H](CN(CC1)CC1=CC=CC=C1)CCC1=COC=C1 ((S)-1,4-dibenzyl-2-(2-furan-3-yl-ethyl)-piperazine), C(C1=CC=CC=C1)N1[C@H](CN(CC1)CC1=CC=CC=C1)CC ((S)-1,4-dibenzyl-2-ethyl-piperazine), ClC(=O)OC(C)Cl (1-chloroethyl chloroformate). Solvent: CO (methanol), ClCCCl (1,2-dichloroethane). Reaction conditions: temperature 83 celsius, time 18 hour. The product is O1C=C(C=C1)CC[C@@H]1NCCNC1 ((S)-2-(2-Furan-3-yl-ethyl)-piperazine). Yield: 29.0%. As a reaction SMILES: C([N:8]1[CH2:13][CH2:12][N:11](CC2C=CC=CC=2)[CH2:10][C@@H:9]1[CH2:21][CH2:22][C:23]1[CH:27]=[CH:26][O:25][CH:24]=1)C1C=CC=CC=1.C(N1CCN(CC2C=CC=CC=2)C[C@@H]1CC)C1C=CC=CC=1.ClC(OC(Cl)C)=O>ClCCCl.CO>[O:25]1[CH:26]=[CH:27][C:23]([CH2:22][CH2:21][C@H:9]2[CH2:10][NH:11][CH2:12][CH2:13][NH:8]2)=[CH:24]1. Reported procedure: Dissolve a mixture of (S)-1,4-dibenzyl-2-(2-furan-3-yl-ethyl)-piperazine and (S)-1,4-dibenzyl-2-ethyl-piperazine (2.29 g, 6.35 mmol) in 1,2-dichloroethane (10 mL). Cool on an ice bath and add 1-chloroethyl chloroformate (2.06 ml, 19.1 mmol) dropwise. Remove ice bath and heat to 83° C. for 5.5 h. Concentrate the reaction, dissolve the residue in methanol (50 mL) and heat to reflux for 2 h. Cool to ambient temperature and stir 18 h. Filter and concentrate to a solid. Purify by silica gel chromatog... Reactants: [Mg] (magnesium), CC1=CC=C(CCl)C=C1 (4-methylbenzylchloride), CC1=CC=C(CCl)C=C1 (4-Methylbenzylchloride), CON(C(=O)C1=NC(=CC=C1)C)C (6-methyl-pyridine-2-carboxylic acid methoxy-methyl-amide). The reagents and catalysts are BrCCBr (1,2-dibromoethane). Run in C1(=CC=CC=C1)C (toluene), O1CCCC1 (tetrahydrofuran), O1CCCC1 (tetrahydrofuran), C1(=CC=CC=C1)C (toluene). Conditions: temperature 50 celsius, time 1 hour. Product: CC1=CC=CC(=N1)C(CC1=CC=C(C=C1)C)=O (1-(6-Methylpyridin-2-yl)-2-p-tolyl-ethanone). RXN SMILES: [Mg].[CH3:2][C:3]1[CH:10]=[CH:9][C:6]([CH2:7]Cl)=[CH:5][CH:4]=1.CON(C)[C:14]([C:16]1[CH:21]=[CH:20][CH:19]=[C:18]([CH3:22])[N:17]=1)=[O:15]>C1(C)C=CC=CC=1.O1CCCC1.BrCCBr>[CH3:22][C:18]1[N:17]=[C:16]([C:14](=[O:15])[CH2:7][C:6]2[CH:9]=[CH:10][C:3]([CH3:2])=[CH:4][CH:5]=2)[CH:21]=[CH:20][CH:19]=1. Procedure: To a slurry of magnesium turnings (406 mg, 16.7 mmol) in toluene (10 mL) is added 4-methylbenzylchloride (10 mg, 0.06 mmol) dropwise in tetrahydrofuran (0.2 mL). Two drops of 1,2-dibromoethane are added, the mixture heated to 50° C., and allowed to cool to room temperature. This process is repeated until reaction initiates. 4-Methylbenzylchloride (1.5 g, 10 mmol) in tetrahydrofuran (7 mL) is added slowly while keeping the internal temperature below 32° C. After the addition is complete the react... Starting materials: SC=1C=C(C(=O)OC)C=C(C1)S (Methyl 3,5-dimercaptobenzoate), C(C)(C)(C)C=1C=C(CBr)C=C(C1)C(C)(C)C (3,5-di-tertiarybutylbenzyl bromide), C([O-])([O-])=O.[K+].[K+] (potassium carbonate). Run in CC(=O)C (acetone). The product is C(C)(C)(C)C=1C=C(CSC=2C=C(C(=O)OC)C=C(C2)SCC2=CC(=CC(=C2)C(C)(C)C)C(C)(C)C)C=C(C1)C(C)(C)C (methyl 3,5-bis(3,5-di-tertiary-butylbenzylthio)benzoate). As a reaction SMILES: [SH:1][C:2]1[CH:3]=[C:4]([CH:9]=[C:10]([SH:12])[CH:11]=1)[C:5]([O:7][CH3:8])=[O:6].[C:13]([C:17]1[CH:18]=[C:19]([CH:22]=[C:23]([C:25]([CH3:28])([CH3:27])[CH3:26])[CH:24]=1)[CH2:20]Br)([CH3:16])([CH3:15])[CH3:14].C(=O)([O-])[O-].[K+].[K+]>CC(C)=O>[C:13]([C:17]1[CH:18]=[C:19]([CH:22]=[C:23]([C:25]([CH3:28])([CH3:27])[CH3:26])[CH:24]=1)[CH2:20][S:1][C:2]1[CH:3]=[C:4]([CH:9]=[C:10]([S:12][CH2:20][C:19]2[CH:18]=[C:17]([C:13]([CH3:15])([CH3:14])[CH3:16])[CH:24]=[C:23]([C:25]([CH3:28])([CH3:27])[CH3:26])[CH:22]=2)[CH:11]=1)[C:5]([O:7][CH3:8])=[O:6])([CH3:16])([CH3:15])[CH3:14] |f:2.3.4|. Procedure details: Methyl 3,5-dimercaptobenzoate (20.0 g, 100.0 mmol), 3,5-di-tertiarybutylbenzyl bromide (molecular weight 283.25, 57.0 g, 201.2 mmol) and potassium carbonate (molecular weight 138.21, 28.0 g, 202.6 mmol) were dissolved in 350 ml of acetone and the mixture was heated under reflux for 12 hours. The acetone and salts were removed, and the residue was purified by means of chromatography with dichloromethane as the developing solvent, giving methyl 3,5-bis(3,5-di-tertiary-butylbenzylthio)benzoate as n... Starting materials: O=C(Oc1ccc([N+](=O)[O-])cc1)OC1CN2CCC1CC2, c1ccc(C2NCCc3ccccc32)cc1. Product: O=C(OC1CN2CCC1CC2)N1CCc2ccccc2C1c1ccccc1. Reaction SMILES: [C:1]([O:2][CH:3]1[CH2:4][N:5]2[CH2:6][CH2:7][CH:8]1[CH2:9][CH2:10]2)([O:11][c:12]1[cH:13][cH:14][c:15]([N+:16]([O-:17])=[O:18])[cH:19][cH:20]1)=[O:21].[c:22]1([CH:28]2[NH:29][CH2:30][CH2:31][c:32]3[cH:33][cH:34][cH:35][cH:36][c:37]32)[cH:23][cH:24][cH:25][cH:26][cH:27]1>>[C:1]([O:2][CH:3]1[CH2:4][N:5]2[CH2:6][CH2:7][CH:8]1[CH2:9][CH2:10]2)(=[O:21])[N:29]1[CH:28]([c:22]2[cH:23][cH:24][cH:25][cH:26][cH:27]2)[c:37]2[c:32]([cH:33][cH:34][cH:35][cH:36]2)[CH2:31][CH2:30]1.